This data is from the Open Reaction Database (ORD), a public repository of structured organic reaction records. The task is: describe an organic reaction: reactants, conditions, products, and yield The reactants are CN, O=C(O)c1ccc2c(c1)CC1C2CCCN1C(=O)c1ccc2[nH]cnc2c1. As a reaction SMILES: [CH3:28][NH2:29].[nH:1]1[cH:2][n:3][c:4]2[c:5]1[cH:6][cH:7][c:8]([C:10](=[O:11])[N:12]1[CH:13]3[CH:14]([CH2:15][CH2:16][CH2:17]1)[c:18]1[cH:19][cH:20][c:21]([C:25](=[O:26])[OH:27])[cH:22][c:23]1[CH2:24]3)[cH:9]2>>[nH:1]1[cH:2][n:3][c:4]2[c:5]1[cH:6][cH:7][c:8]([C:10](=[O:11])[N:12]1[CH:13]3[CH:14]([CH2:15][CH2:16][CH2:17]1)[c:18]1[cH:19][cH:20][c:21]([C:25](=[O:26])[NH:29][CH3:28])[cH:22][c:23]1[CH2:24]3)[cH:9]2. The product is CNC(=O)c1ccc2c(c1)CC1C2CCCN1C(=O)c1ccc2[nH]cnc2c1. Starting materials: CCc1nc(-c2cccc(C)n2)cn1-c1ccc(CCNC(=O)OC(C)(C)C)cc1, CS(C)=O, O=C=NS(=O)(=O)c1ccc(Cl)cc1. The product is CCc1nc(-c2cccc(C)n2)cn1-c1ccc(CCNC(=O)NS(=O)(=O)c2ccc(Cl)cc2)cc1. RXN SMILES: [CH2:1]([CH3:2])[c:3]1[n:4](-[c:15]2[cH:16][cH:17][c:18]([CH2:21][CH2:22][NH:23][C:24]([O:25][C:26]([CH3:27])([CH3:28])[CH3:29])=[O:30])[cH:19][cH:20]2)[cH:5][c:6](-[c:8]2[n:9][c:10]([CH3:14])[cH:11][cH:12][cH:13]2)[n:7]1.[CH3:44][S:45]([CH3:46])=[O:47].[Cl:31][c:32]1[cH:33][cH:34][c:35]([S:38](=[O:39])(=[O:40])[N:41]=[C:42]=[O:43])[cH:36][cH:37]1>>[CH2:1]([CH3:2])[c:3]1[n:4](-[c:15]2[cH:16][cH:17][c:18]([CH2:21][CH2:22][NH:23][C:24](=[O:30])[NH:41][S:38]([c:35]3[cH:34][cH:33][c:32]([Cl:31])[cH:37][cH:36]3)(=[O:39])=[O:40])[cH:19][cH:20]2)[cH:5][c:6](-[c:8]2[n:9][c:10]([CH3:14])[cH:11][cH:12][cH:13]2)[n:7]1. Reactants: ClC=1C(=NC=NC1Cl)N (5,6-dichloropyrimidin-4-amine), C(C1=CC=CC=C1)N1N=CC(=C1)B(O)O ((1-benzyl-1H-pyrazol-4-yl)boronic acid), NC1CC2(CN(C2)C(=O)OC(C)(C)C)C1 (tert-butyl 6-amino-2-azaspiro[3.3]heptane-2-carboxylate), C(C#C)(=O)O (propiolic acid). Product: NC1=C(C(=NC=N1)NC1CC2(CN(C2)C(C#C)=O)C1)C=1C=NN(C1)CC1=CC=CC=C1 (1-(6-((6-amino-5-(1-benzyl-1H-pyrazol-4-yl)pyrimidin-4-yl)amino)-2-azaspiro[3.3]heptan-2-yl)prop-2-yn-1-one). Reaction SMILES: Cl[C:2]1[C:3]([NH2:9])=[N:4][CH:5]=[N:6][C:7]=1Cl.[CH2:10]([N:17]1[CH:21]=[C:20](B(O)O)[CH:19]=[N:18]1)[C:11]1[CH:16]=[CH:15][CH:14]=[CH:13][CH:12]=1.[NH2:25][CH:26]1[CH2:39][C:28]2([CH2:31][N:30]([C:32]([O:34]C(C)(C)C)=O)[CH2:29]2)[CH2:27]1.[C:40](O)(=O)[C:41]#C>>[NH2:9][C:3]1[N:4]=[CH:5][N:6]=[C:7]([NH:25][CH:26]2[CH2:27][C:28]3([CH2:29][N:30]([C:32](=[O:34])[C:40]#[CH:41])[CH2:31]3)[CH2:39]2)[C:2]=1[C:20]1[CH:19]=[N:18][N:17]([CH2:10][C:11]2[CH:16]=[CH:15][CH:14]=[CH:13][CH:12]=2)[CH:21]=1. Procedure: 1-(6-((6-amino-5-(1-benzyl-1H-pyrazol-4-yl)pyrimidin-4-yl)amino)-2-azaspiro[3.3]heptan-2-yl)prop-2-yn-1-one was prepared from 5,6-dichloropyrimidin-4-amine, (1-benzyl-1H-pyrazol-4-yl)boronic acid, tert-butyl 6-amino-2-azaspiro[3.3]heptane-2-carboxylate and propiolic acid according to general scheme 3 using methods S1, S2, S3, and S4A. HPLC purity: 95%. MS: m/z=414 [M+H]+. 1H NMR (CD3OD) δ 8.21 (s, 1H), 7.83 (s, 1H), 7.57 (s, 1H), 7.41 (m, 5H), 5.42 (s, 2H), 4.54 (s, 1H), 4.31 (d, 2H), 4.08 (d, 2... Starting materials: C1(=CC=CC=C1)[Li] (phenyllithium), BrC1=CC=2C(C3=CC=CC=C3C(C2C=C1)=O)=O (2-bromo-9,10-anthraquinone). Run in O1CCCC1 (tetrahydrofuran). Conditions: time 15 hour. The product is BrC1=CC=2C(C3=CC=CC=C3C(C2C=C1)O)O (2-bromo-9,10-dihydroanthracene-9,10-diol). RXN SMILES: [Br:1][C:2]1[CH:15]=[CH:14][C:13]2[C:12](=[O:16])[C:11]3[C:6](=[CH:7][CH:8]=[CH:9][CH:10]=3)[C:5](=[O:17])[C:4]=2[CH:3]=1.C1([Li])C=CC=CC=1>O1CCCC1>[Br:1][C:2]1[CH:15]=[CH:14][C:13]2[CH:12]([OH:16])[C:11]3[C:6](=[CH:7][CH:8]=[CH:9][CH:10]=3)[CH:5]([OH:17])[C:4]=2[CH:3]=1. Procedure details: In a 300 mL three-neck flask was put 4.90 g (17.0 mmol) of 2-bromo-9,10-anthraquinone, and the atmosphere in the flask was replaced with nitrogen. To the flask was added 100 mL of tetrahydrofuran (THF), and 17.8 mL (37.3 mmol) of phenyllithium was dropped into this solution. After the completion of the dropping, this solution was stirred at room temperature for 15 hours. Then, this solution was washed with water, and the aqueous layer was extracted with ethyl acetate. The extract solution and th... The reactants are CCOC(C)=O, Cc1cc(I)cc2c(=O)oc(-c3cc(Cl)nn3-c3ncccc3Cl)nc12, N#C[Cu], [Cu]I, C1CCOC1. Product: Cc1cc(C#N)cc2c(=O)oc(-c3cc(Cl)nn3-c3ncccc3Cl)nc12. RXN SMILES: [CH3:35][CH2:36][O:37][C:38](=[O:39])[CH3:40].[Cl:1][c:2]1[n:3][n:4](-[c:20]2[n:21][cH:22][cH:23][cH:24][c:25]2[Cl:26])[c:5](-[c:7]2[n:8][c:9]3[c:10]([c:11](=[O:13])[o:12]2)[cH:14][c:15]([I:19])[cH:16][c:17]3[CH3:18])[cH:6]1.[Cu:27][C:28]#[N:29].[Cu:41][I:42].[O:30]1[CH2:31][CH2:32][CH2:33][CH2:34]1>>[Cl:1][c:2]1[n:3][n:4](-[c:20]2[n:21][cH:22][cH:23][cH:24][c:25]2[Cl:26])[c:5](-[c:7]2[n:8][c:9]3[c:10]([c:11](=[O:13])[o:12]2)[cH:14][c:15]([C:28]#[N:29])[cH:16][c:17]3[CH3:18])[cH:6]1.